Dataset: the Open Reaction Database (ORD), a public repository of structured organic reaction records. Task: describe an organic reaction: reactants, conditions, products, and yield As a reaction SMILES: [CH3:38][OH:39].[Cl:1][c:2]1[c:3]([CH2:4][N:5]([CH2:6][CH2:7][CH2:8][O:9][c:10]2[cH:11][c:12]([CH2:16][C:17](=[O:18])[OH:19])[cH:13][cH:14][cH:15]2)[CH2:20][CH:21]([CH3:22])[c:23]2[cH:24][cH:25][cH:26][cH:27][cH:28]2)[cH:29][cH:30][cH:31][c:32]1[C:33]([F:34])([F:35])[F:36].[ClH:37]>>[Cl:1][c:2]1[c:3]([CH2:4][N:5]([CH2:6][CH2:7][CH2:8][O:9][c:10]2[cH:11][c:12]([CH2:16][C:17]([O:18][CH3:38])=[O:19])[cH:13][cH:14][cH:15]2)[CH2:20][CH:21]([CH3:22])[c:23]2[cH:24][cH:25][cH:26][cH:27][cH:28]2)[cH:29][cH:30][cH:31][c:32]1[C:33]([F:34])([F:35])[F:36]. Yields the product COC(=O)Cc1cccc(OCCCN(Cc2cccc(C(F)(F)F)c2Cl)CC(C)c2ccccc2)c1. Starting materials: CO, CC(CN(CCCOc1cccc(CC(=O)O)c1)Cc1cccc(C(F)(F)F)c1Cl)c1ccccc1, Cl. Product: CC(C)C(=O)Nc1cccc(C2CCN(Cc3ccc4c(ccn4-c4ccccc4Cl)c3)CC2)c1. Starting materials: Clc1ccccc1I, CC(C)C(=O)Nc1cccc(C2CCN(Cc3ccc4[nH]ccc4c3)CC2)c1. RXN SMILES: [Cl:1][c:2]1[c:3]([I:8])[cH:4][cH:5][cH:6][cH:7]1.[nH:9]1[cH:10][cH:11][c:12]2[cH:13][c:14]([CH2:18][N:19]3[CH2:20][CH2:21][CH:22]([c:25]4[cH:26][c:27]([NH:31][C:32]([CH:33]([CH3:34])[CH3:35])=[O:36])[cH:28][cH:29][cH:30]4)[CH2:23][CH2:24]3)[cH:15][cH:16][c:17]12>>[Cl:1][c:2]1[c:3](-[n:9]2[cH:10][cH:11][c:12]3[cH:13][c:14]([CH2:18][N:19]4[CH2:20][CH2:21][CH:22]([c:25]5[cH:26][c:27]([NH:31][C:32]([CH:33]([CH3:34])[CH3:35])=[O:36])[cH:28][cH:29][cH:30]5)[CH2:23][CH2:24]4)[cH:15][cH:16][c:17]23)[cH:4][cH:5][cH:6][cH:7]1.